Dataset: the Open Reaction Database (ORD), a public repository of structured organic reaction records. Task: describe an organic reaction: reactants, conditions, products, and yield The reactants are [OH-].[Na+] (NaOH), BrC1=CC(=C(C=C1)C1C2=C(NC(CS1)=O)N(N=C2C2=NC=CC=C2)C)Cl (4-(4-bromo-2-chloro-phenyl)-1-methyl-3-(2-pyridyl)-4,8-dihydropyrazolo[3,4-e][1,4]thiazepin-7-one), B.C1CCOC1 (borane THF), Cl (HCl). Solvent: C(C)(=O)OCC (ethyl acetate), C1CCOC1 (THF). Conditions: temperature 4 celsius, time 18 hour. Yields the product BrC1=CC(=C(C=C1)C1C2=C(NCCS1)N(N=C2C2=NC=CC=C2)C)Cl (4-(4-bromo-2-chloro-phenyl)-1-methyl-3-(2-pyridyl)-4,6,7,8-tetrahydropyrazolo[3,4-e][1,4]thiazepine). The yield is 85.4%. As a reaction SMILES: [Br:1][C:2]1[CH:7]=[CH:6][C:5]([CH:8]2[S:14][CH2:13][C:12](=O)[NH:11][C:10]3[N:16]([CH3:25])[N:17]=[C:18]([C:19]4[CH:24]=[CH:23][CH:22]=[CH:21][N:20]=4)[C:9]2=3)=[C:4]([Cl:26])[CH:3]=1.B.C1COCC1.Cl.[OH-].[Na+]>C1COCC1.C(OCC)(=O)C>[Br:1][C:2]1[CH:7]=[CH:6][C:5]([CH:8]2[S:14][CH2:13][CH2:12][NH:11][C:10]3[N:16]([CH3:25])[N:17]=[C:18]([C:19]4[CH:24]=[CH:23][CH:22]=[CH:21][N:20]=4)[C:9]2=3)=[C:4]([Cl:26])[CH:3]=1 |f:1.2,4.5|. Reported procedure: To a solution of 4-(4-bromo-2-chloro-phenyl)-1-methyl-3-(2-pyridyl)-4,8-dihydropyrazolo[3,4-e][1,4]thiazepin-7-one (5.83 g, 13.0 mmol) in THF (50 mL) was added a solution of borane THF complex (40 mL, 1M in THF, 40 mmol, Acros) at rt. Subsequently, the mixture was heated under reflux for about 2 h. After cooling to about 4° C., HCl (5 M aq, 40 mL) was added dropwise and the mixture was stirred for about 18 h at rt, then NaOH (2 M aq, 110 mL) and ethyl acetate (200 mL) were added. The layers were... Starting materials: CC(C)(C)c1nc(C2CCC2)cc(N2CCN(CCCCl)CC2)n1, CN(C)C=O, [I-], [Li+], [Na+], [OH-], Sc1ccccn1. Product: Cl, CC(C)(C)c1nc(C2CCC2)cc(N2CCN(CCCSc3ccccn3)CC2)n1. Reaction SMILES: [C:12]([CH3:13])([CH3:14])([CH3:15])[c:16]1[n:17][c:18]([CH:32]2[CH2:33][CH2:34][CH2:35]2)[cH:19][c:20]([N:22]2[CH2:23][CH2:24][N:25]([CH2:28][CH2:29][CH2:30][Cl:31])[CH2:26][CH2:27]2)[n:21]1.[CH3:36][N:37]([CH3:38])[CH:39]=[O:40].[I-:11].[Li+:8].[Na+:10].[OH-:9].[SH:1][c:2]1[n:3][cH:4][cH:5][cH:6][cH:7]1>>[ClH:31].[S:1]([c:2]1[n:3][cH:4][cH:5][cH:6][cH:7]1)[CH2:30][CH2:29][CH2:28][N:25]1[CH2:24][CH2:23][N:22]([c:20]2[cH:19][c:18]([CH:32]3[CH2:33][CH2:34][CH2:35]3)[n:17][c:16]([C:12]([CH3:13])([CH3:14])[CH3:15])[n:21]2)[CH2:27][CH2:26]1.